Dataset: the Open Reaction Database (ORD), a public repository of structured organic reaction records. Task: describe an organic reaction: reactants, conditions, products, and yield Product: OC1=CC=C(C=C1)C1=C(OC(C1=O)(C)C)C1=CC=C(C#N)C=C1 (4-(3-(4-hydroxyphenyl)-5,5-dimethyl-4-oxo-4,5-dihydrofuran-2-yl)benzonitrile). Run in C(Cl)Cl (DCM). Conditions: time 1 hour. As a reaction SMILES: B(Br)(Br)Br.C([O:12][C:13]1[CH:18]=[CH:17][C:16]([C:19]2[C:23](=[O:24])[C:22]([CH3:26])([CH3:25])[O:21][C:20]=2[C:27]2[CH:34]=[CH:33][C:30]([C:31]#[N:32])=[CH:29][CH:28]=2)=[CH:15][CH:14]=1)C1C=CC=CC=1>C(Cl)Cl>[OH:12][C:13]1[CH:14]=[CH:15][C:16]([C:19]2[C:23](=[O:24])[C:22]([CH3:25])([CH3:26])[O:21][C:20]=2[C:27]2[CH:28]=[CH:29][C:30]([C:31]#[N:32])=[CH:33][CH:34]=2)=[CH:17][CH:18]=1. Isolated yield 93.6%. Procedure details: Boron tribromide (3.4 g, 15.8 mmol) was added to a solution of 4-(3-(4-(benzyloxy)phenyl)-5,5-dimethyl-4-oxo-4,5-dihydrofuran-2-yl)benzonitrile (2.5 g, 6.3 mmol) in DCM at 0° C. & the mixture was stirred for 1 h (reaction was monitored by TLC). Upon complete consumption of the starting material, the mixture was quenched with chilled water and extracted with DCM. The combined organics were dried over sodium sulfate, filtered and concentrated under reduced pressure. The residue was purified by col... Starting materials: B(Br)(Br)Br (Boron tribromide), C(C1=CC=CC=C1)OC1=CC=C(C=C1)C1=C(OC(C1=O)(C)C)C1=CC=C(C#N)C=C1 (4-(3-(4-(benzyloxy)phenyl)-5,5-dimethyl-4-oxo-4,5-dihydrofuran-2-yl)benzonitrile). The reactants are COC(=O)CBr, O=C([O-])[O-], CC(C)=O, [K+], [K+], OCCCc1ccc(O)cc1. The product is COC(=O)COc1ccc(CCCO)cc1. Reaction SMILES: [Br:18][CH2:19][C:20](=[O:21])[O:22][CH3:23].[C:12](=[O:13])([O-:14])[O-:15].[CH3:24][C:25](=[O:26])[CH3:27].[K+:16].[K+:17].[OH:1][c:2]1[cH:3][cH:4][c:5]([CH2:8][CH2:9][CH2:10][OH:11])[cH:6][cH:7]1>>[O:1]([c:2]1[cH:3][cH:4][c:5]([CH2:8][CH2:9][CH2:10][OH:11])[cH:6][cH:7]1)[CH2:19][C:20](=[O:21])[O:22][CH3:23]. The reactants are C1(O)=CC(O)=CC=C1 (resorcinol), Cl.C(C1=CC=CC=C1)N1CC(C(CC1)=O)C(=O)OCC (1-benzyl-3-carbethoxy-4-piperidone hydrochloride). The product is OC1=CC2=C(C=C1)C1=C(CN(CC1)CC1=CC=CC=C1)C(O2)=O (1,2,3,4-Tetrahydro-8-hydroxy-3-(phenylmethyl)5H-[1]benzopyrano[3,4-c]pyridin-5-one). Reaction SMILES: [C:1]1([CH:8]=[CH:7][CH:6]=[C:4]([OH:5])[CH:3]=1)[OH:2].Cl.[CH2:10]([N:17]1[CH2:22][CH2:21][C:20](=O)[CH:19]([C:24](OCC)=[O:25])[CH2:18]1)[C:11]1[CH:16]=[CH:15][CH:14]=[CH:13][CH:12]=1>>[OH:2][C:1]1[CH:8]=[CH:7][C:6]2[C:20]3[CH2:21][CH2:22][N:17]([CH2:10][C:11]4[CH:12]=[CH:13][CH:14]=[CH:15][CH:16]=4)[CH2:18][C:19]=3[C:24](=[O:25])[O:5][C:4]=2[CH:3]=1 |f:1.2|. Procedure: Prepared by the method described for Example 1 from resorcinol (22 g, 0.2 moles) and 1-benzyl-3-carbethoxy-4-piperidone hydrochloride (59.6 g, 0.2 moles). The product (55 g) is converted to 1,2,3,4-tetrahydro-3-(phenylmethyl)-8-[(1-phenyl-1H-tetrazol-5-yl)oxy]-5H-[1]benzopyrano [3,4-c]pyridin-5-one without further purification.